This data is from the Open Reaction Database (ORD), a public repository of structured organic reaction records. The task is: describe an organic reaction: reactants, conditions, products, and yield The reactants are CNC, CO, CCCCCNc1nc(N)nc(C)c1CCCN(Cc1cccc(CC(=O)OC)c1)C(=O)CCl. Yields the product CCCCCNc1nc(N)nc(C)c1CCCN(Cc1cccc(CC(=O)OC)c1)C(=O)CN(C)C. RXN SMILES: [CH3:35][NH:36][CH3:37].[CH3:38][OH:39].[NH2:1][c:2]1[n:3][c:4]([NH:29][CH2:30][CH2:31][CH2:32][CH2:33][CH3:34])[c:5]([CH2:9][CH2:10][CH2:11][N:12]([C:13]([CH2:14][Cl:15])=[O:16])[CH2:17][c:18]2[cH:19][c:20]([CH2:24][C:25](=[O:26])[O:27][CH3:28])[cH:21][cH:22][cH:23]2)[c:6]([CH3:8])[n:7]1>>[NH2:1][c:2]1[n:3][c:4]([NH:29][CH2:30][CH2:31][CH2:32][CH2:33][CH3:34])[c:5]([CH2:9][CH2:10][CH2:11][N:12]([C:13]([CH2:14][N:36]([CH3:35])[CH3:37])=[O:16])[CH2:17][c:18]2[cH:19][c:20]([CH2:24][C:25](=[O:26])[O:27][CH3:28])[cH:21][cH:22][cH:23]2)[c:6]([CH3:8])[n:7]1.